From a dataset of the Open Reaction Database (ORD), a public repository of structured organic reaction records. describe an organic reaction: reactants, conditions, products, and yield Product: N1=CC=C(C=C1)C1=C(C(=CC2=CC(=C(C=C12)OC)OCCCCCCCC)C(=O)OC)C(=O)OC (1-(4-pyridyl)-2,3-bis(methoxycarbonyl)-6-octyloxy-7-methoxynaphthalene). As a reaction SMILES: [N:1]1[CH:6]=[CH:5][C:4]([C:7]2[C:16]3[C:11](=[CH:12][C:13]([OH:19])=[C:14]([O:17][CH3:18])[CH:15]=3)[CH:10]=[C:9]([C:20]([O:22][CH3:23])=[O:21])[C:8]=2[C:24]([O:26][CH3:27])=[O:25])=[CH:3][CH:2]=1.[CH2:28](I)[CH2:29][CH2:30][CH2:31][CH2:32][CH2:33][CH2:34][CH3:35]>>[N:1]1[CH:6]=[CH:5][C:4]([C:7]2[C:16]3[C:11](=[CH:12][C:13]([O:19][CH2:28][CH2:29][CH2:30][CH2:31][CH2:32][CH2:33][CH2:34][CH3:35])=[C:14]([O:17][CH3:18])[CH:15]=3)[CH:10]=[C:9]([C:20]([O:22][CH3:23])=[O:21])[C:8]=2[C:24]([O:26][CH3:27])=[O:25])=[CH:3][CH:2]=1. Procedure details: 1-(4-Pyridyl)-2,3-bis(methoxycarbonyl)-6-hydroxy-7-methoxynaphthalene and octyl iodide are treated in the same manner as in Reference Example 117-(2) to give 1-(4-pyridyl)-2,3-bis(methoxycarbonyl)-6-octyloxy-7-methoxynaphthalene. The reactants are N1=CC=C(C=C1)C1=C(C(=CC2=CC(=C(C=C12)OC)O)C(=O)OC)C(=O)OC (1-(4-Pyridyl)-2,3-bis(methoxycarbonyl)-6-hydroxy-7-methoxynaphthalene), C(CCCCCCC)I (octyl iodide). Reactants: ice water, S(O)(O)(=O)=O (sulfuric acid), C(#N)C1=NC=CN=C1 (cyanopyrazine), C=C(C)C (isobutene), [OH-].[Na+] (sodium hydroxide). Solvent: C(C)(=O)O (acetic acid). Reaction conditions: time 2 hour. Yields the product C(C)(C)(C)NC(=O)C1=NC=CN=C1 (Pyrazinecarboxylic acid tert-butylamide). Yield: 6.6%. RXN SMILES: S(=O)(=O)(O)O.[C:6]([C:8]1[CH:13]=[N:12][CH:11]=[CH:10][N:9]=1)#[N:7].[CH2:14]=[C:15]([CH3:17])[CH3:16].[OH-:18].[Na+]>C(O)(=O)C>[C:15]([NH:7][C:6]([C:8]1[CH:13]=[N:12][CH:11]=[CH:10][N:9]=1)=[O:18])([CH3:17])([CH3:16])[CH3:14] |f:3.4|. Procedure details: 575 g (5.75 mmol) of sulfuric acid was added dropwise to 900 ml of acetic acid over 35 minutes at 20° C. (cooling), followed by 200.1 g (1.9 mol) of cyanopyrazine over 20 minutes. 142.4 g (2.54 mol) of isobutene was then introduced over 3.5 hours, the temperature being kept below 25° C. by appropriate cooling. The mixture was subsequently stirred for a further 2 hours at room temperature and then poured into 1.8 l of ice-water. The mixture was brought to pH 3.5 by the slow addition of 1527 g of ...